From a dataset of the Open Reaction Database (ORD), a public repository of structured organic reaction records. describe an organic reaction: reactants, conditions, products, and yield Starting materials: FC=1C=C(C=CC1N1CCN(CC1)C(C1=C(C=CC(=C1)S(=O)(=O)C)OC(C)C)=O)C(C)=O (1-{3-Fluoro-4-[4-(2-isopropoxy-5-methanesulfonyl-benzoyl)-piperazin-1-yl]-phenyl}-ethanone), C[Li] (Methyllithium). Run in O1CCCC1 (tetrahydrofuran), CCOCC (ether). Reaction conditions: temperature 0 celsius, time 2 hour. The product is FC1=C(C=CC(=C1)C(C)(C)O)N1CCN(CC1)C(=O)C1=C(C=CC(=C1)S(=O)(=O)C)OC(C)C ({4-[2-Fluoro-4-(1-hydroxy-1-methyl-ethyl)-phenyl]-piperazin-1-yl}-(2-isopropoxy-5-methanesulfonyl-phenyl)-methanone). RXN SMILES: [F:1][C:2]1[CH:3]=[C:4]([C:30](=[O:32])[CH3:31])[CH:5]=[CH:6][C:7]=1[N:8]1[CH2:13][CH2:12][N:11]([C:14](=[O:29])[C:15]2[CH:20]=[C:19]([S:21]([CH3:24])(=[O:23])=[O:22])[CH:18]=[CH:17][C:16]=2[O:25][CH:26]([CH3:28])[CH3:27])[CH2:10][CH2:9]1.[CH3:33][Li]>O1CCCC1.CCOCC>[F:1][C:2]1[CH:3]=[C:4]([C:30]([OH:32])([CH3:33])[CH3:31])[CH:5]=[CH:6][C:7]=1[N:8]1[CH2:9][CH2:10][N:11]([C:14]([C:15]2[CH:20]=[C:19]([S:21]([CH3:24])(=[O:23])=[O:22])[CH:18]=[CH:17][C:16]=2[O:25][CH:26]([CH3:28])[CH3:27])=[O:29])[CH2:12][CH2:13]1. Reported procedure: To a solution of 0.173 mmol 1-{3-Fluoro-4-[4-(2-isopropoxy-5-methanesulfonyl-benzoyl)-piperazin-1-yl]-phenyl}-ethanone in tetrahydrofuran (2 ml) was added dropwise 0.190 mmol 1.6M Methyllithium solution in ether at −75° C. The mixture was stirred for 2 hours and then allowed to warm to 0° C. The mixture was quenched with a 20% NH4Cl solution and extracted 3 times with ethyl acetate. The combined extracts were dried over Na2SO4, filtered and the solvent was removed in vacuo. The residue was purif... Starting materials: FC1=C(C=CC(=C1)F)S(=O)(=O)Cl (2,4-difluorobenzenesulfonyl chloride), NC=1C=C(C(=O)NC2=CC=CC=C2)C=CC1OC (3-amino-4-methoxy-N-phenyl-benzamide). Run in N1=CC=CC=C1 (pyridine). The product is FC1=C(C=CC(=C1)F)S(=O)(=O)NC=1C=C(C(=O)NC2=CC=CC=C2)C=CC1OC (3-(2,4-Difluoro-benzenesulfonylamino)-4-methoxy-N-phenyl-benzamide). Yield: 84.4%. RXN SMILES: [F:1][C:2]1[CH:7]=[C:6]([F:8])[CH:5]=[CH:4][C:3]=1[S:9](Cl)(=[O:11])=[O:10].[NH2:13][C:14]1[CH:15]=[C:16]([CH:26]=[CH:27][C:28]=1[O:29][CH3:30])[C:17]([NH:19][C:20]1[CH:25]=[CH:24][CH:23]=[CH:22][CH:21]=1)=[O:18]>N1C=CC=CC=1>[F:1][C:2]1[CH:7]=[C:6]([F:8])[CH:5]=[CH:4][C:3]=1[S:9]([NH:13][C:14]1[CH:15]=[C:16]([CH:26]=[CH:27][C:28]=1[O:29][CH3:30])[C:17]([NH:19][C:20]1[CH:25]=[CH:24][CH:23]=[CH:22][CH:21]=1)=[O:18])(=[O:11])=[O:10]. Procedure details: Prepared according to the procedure described for Example 121 using 2,4-difluorobenzenesulfonyl chloride (2.19 g, 10 mmol), 3-amino-4-methoxy-N-phenyl-benzamide (2.43 g, 10 mmol), and pyridine (25 mL) to afford the product (3.532 g); m.p. 198-200° C. after trituration in hexanes/ethyl acetate (1:1). Procedure details: A solution of 6-chloro-4-(6,7-dihydro-5H-cyclopenta[b]pyridin-2-ylamino)pyridazine-3-carboxamide (375 mg, 1.29 mmol) and tert-butyl (1S,2R)-2-aminocyclohexylcarbamate (555 mg, 2.59 mmol) in N-methyl-2-pyrrolidinone (3 mL) was treated with tert-butyl (1S,2R)-2-aminocyclohexylcarbamate (555 mg, 2.59 mmol), The reaction mixture was heated at 120° C. for 72 h, then cooled to room temperature, concentrated under high vacuum and the residue obtained was purified by chromatography (spherical silica 20-... Run in CN1C(CCC1)=O (N-methyl-2-pyrrolidinone). The reactants are ClC1=CC(=C(N=N1)C(=O)N)NC1=CC=C2C(=N1)CCC2 (6-chloro-4-(6,7-dihydro-5H-cyclopenta[b]pyridin-2-ylamino)pyridazine-3-carboxamide), N[C@H]1[C@H](CCCC1)NC(OC(C)(C)C)=O (tert-butyl (1S,2R)-2-aminocyclohexylcarbamate), N[C@H]1[C@H](CCCC1)NC(OC(C)(C)C)=O (tert-butyl (1S,2R)-2-aminocyclohexylcarbamate). As a reaction SMILES: Cl[C:2]1[N:7]=[N:6][C:5]([C:8]([NH2:10])=[O:9])=[C:4]([NH:11][C:12]2[N:17]=[C:16]3[CH2:18][CH2:19][CH2:20][C:15]3=[CH:14][CH:13]=2)[CH:3]=1.[NH2:21][C@@H:22]1[CH2:27][CH2:26][CH2:25][CH2:24][C@@H:23]1[NH:28][C:29](=[O:35])[O:30][C:31]([CH3:34])([CH3:33])[CH3:32]>CN1CCCC1=O>[C:8]([C:5]1[N:6]=[N:7][C:2]([NH:21][C@@H:22]2[CH2:27][CH2:26][CH2:25][CH2:24][C@@H:23]2[NH:28][C:29](=[O:35])[O:30][C:31]([CH3:33])([CH3:32])[CH3:34])=[CH:3][C:4]=1[NH:11][C:12]1[N:17]=[C:16]2[CH2:18][CH2:19][CH2:20][C:15]2=[CH:14][CH:13]=1)(=[O:9])[NH2:10]. Isolated yield 73.6%. Reaction conditions: temperature 120 celsius. Yields the product C(N)(=O)C1=C(C=C(N=N1)N[C@H]1[C@H](CCCC1)NC(OC(C)(C)C)=O)NC1=CC=C2C(=N1)CCC2 (tert-butyl (1S,2R)-2-(6-carbamoyl-5-(6,7-dihydro-5H-cyclopenta[b]pyridin-2-ylamino)pyridazin-3-ylamino)cyclohexylcarbamate). Reactants: C(C)OC=C(C#N)C#N (2-(Ethoxymethylene)malononitrile), BrC1=C(C(=CC=C1)Br)NN ((2,6-dibromophenyl)hydrazine). Solvent: CO (MeOH). Conditions: time 1 hour. Yields the product NC1=C(C=NN1C1=C(C=CC=C1Br)Br)C#N (5-amino-1-(2,6-dibromophenyl)-1H-pyrazole-4-carbonitrile). Reaction SMILES: C(O[CH:4]=[C:5]([C:8]#[N:9])[C:6]#[N:7])C.[Br:10][C:11]1[CH:16]=[CH:15][CH:14]=[C:13]([Br:17])[C:12]=1[NH:18][NH2:19]>CO>[NH2:9][C:8]1[N:18]([C:12]2[C:11]([Br:10])=[CH:16][CH:15]=[CH:14][C:13]=2[Br:17])[N:19]=[CH:4][C:5]=1[C:6]#[N:7]. Procedure details: 2-(Ethoxymethylene)malononitrile (197 mg, 1.62 mmol) was added portionwise to a stirred solution of (2,6-dibromophenyl)hydrazine (CAS no. 14763-29-2) (430 mg, 1.62 mmol) in MeOH (8085 μl), under nitrogen at 5° C. The resulting solution was allowed to stir for a further 1 hour. The reaction mixture was then heated to reflux and was stirred for 3 hours. The reaction mixture was allowed to cool to ambient temperature, then was evaporated to afford crude product which was used without further purifi... The reactants are [H-].[Al+3].[Li+].[H-].[H-].[H-] (Lithium aluminium hydride), two, N1C=CC2=CC(=CC=C12)C(=O)N1CCN(CC1)C ((1H-Indol-5-yl)-(4-methy piperazin-1-yl)methanone). Solvent: C1CCOC1 (THF). Reaction conditions: temperature 25 celsius. The product is CN1CCN(CC1)CC=1C=C2C=CNC2=CC1 (5-(4-Methylpiperazin-1-yl methyl)-1H-indole). As a reaction SMILES: [H-].[Al+3].[Li+].[H-].[H-].[H-].[NH:7]1[C:15]2[C:10](=[CH:11][C:12]([C:16]([N:18]3[CH2:23][CH2:22][N:21]([CH3:24])[CH2:20][CH2:19]3)=O)=[CH:13][CH:14]=2)[CH:9]=[CH:8]1>C1COCC1>[CH3:24][N:21]1[CH2:20][CH2:19][N:18]([CH2:16][C:12]2[CH:11]=[C:10]3[C:15](=[CH:14][CH:13]=2)[NH:7][CH:8]=[CH:9]3)[CH2:23][CH2:22]1 |f:0.1.2.3.4.5|. Procedure details: Lithium aluminium hydride (2.4691 mmol, 0.0938 gram) was taken in a 25 mL two necked round bottom flask provided with a condenser, under nitrogen atmosphere. To this (1H-Indol-5-yl)-(4-methylpiperazin-1-yl)methanone (2.0576 mmol, 0.5 grams) (obtained from step (iii)) dissolved in 5 mL of THF was added and refluxed the mass for a period of 2 hours. After the completion of reaction, the reaction mixture was cooled to 25° C. and quenched by addition of ice-cold water slowly, to decompose the excess... Reactants: [C-]#N.[K+] (potassium cyanide), CS(=O)(=O)OCCC(C1=CNC2=C(C=CC=C12)CSC)C1=C(C=C(C=C1)Cl)C (3-(4-Chloro-2-methylphenyl)-3-{7-[(methylsulfanyl)methyl]-1H-indol-3-yl}propyl methanesulfonate). Run in CN(C)C=O (DMF). Run at temperature 80 celsius, time 2 hour. The product is ClC1=CC(=C(C=C1)C(CCC#N)C1=CNC2=C(C=CC=C12)CSC)C (4-(4-Chloro-2-methylphenyl)-4-{7-[(methylsulfanyl)methyl]-1H-indol-3-yl}butanonitrile). As a reaction SMILES: [C-:1]#[N:2].[K+].CS(O[CH2:9][CH2:10][CH:11]([C:24]1[CH:29]=[CH:28][C:27]([Cl:30])=[CH:26][C:25]=1[CH3:31])[C:12]1[C:20]2[C:15](=[C:16]([CH2:21][S:22][CH3:23])[CH:17]=[CH:18][CH:19]=2)[NH:14][CH:13]=1)(=O)=O>CN(C=O)C>[Cl:30][C:27]1[CH:28]=[CH:29][C:24]([CH:11]([C:12]2[C:20]3[C:15](=[C:16]([CH2:21][S:22][CH3:23])[CH:17]=[CH:18][CH:19]=3)[NH:14][CH:13]=2)[CH2:10][CH2:9][C:1]#[N:2])=[C:25]([CH3:31])[CH:26]=1 |f:0.1|. Procedure: 419 mg (6.44 mmol) of potassium cyanide were added to 1.41 g (3.22 mmol) of the compound from Example 61A in 20 ml of DMF. The mixture was stirred at 80° C. for 2 h and then concentrated, and the crude product was purified by preparative HPLC (RP18 column; mobile phase: acetonitrile/water gradient with addition of 0.1% formic acid) to result in 987 mg (83% of theory) of the title compound.